From a dataset of the Open Reaction Database (ORD), a public repository of structured organic reaction records. describe an organic reaction: reactants, conditions, products, and yield The reactants are Brc1ccccn1, C1CCOC1, CCCCCC, CC(C)(C)S(=O)N=C1COC1, Cc1ccccc1, [Li]CCCC. Yields the product CC(C)(C)S(=O)NC1(c2ccccn2)COC1. RXN SMILES: [Br:1][c:2]1[cH:3][cH:4][cH:5][cH:6][n:7]1.[CH2:30]1[O:31][CH2:32][CH2:33][CH2:34]1.[CH3:13][CH2:14][CH2:15][CH2:16][CH2:17][CH3:18].[CH3:19][C:20]([CH3:21])([CH3:22])[S:23](=[O:24])[N:25]=[C:26]1[CH2:27][O:28][CH2:29]1.[CH3:35][c:36]1[cH:37][cH:38][cH:39][cH:40][cH:41]1.[CH3:8][CH2:9][CH2:10][CH2:11][Li:12]>>[c:2]1([C:26]2([NH:25][S:23]([C:20]([CH3:19])([CH3:21])[CH3:22])=[O:24])[CH2:27][O:28][CH2:29]2)[cH:3][cH:4][cH:5][cH:6][n:7]1. Reactants: O (water), C(#N)C1=C(C(=C(C(=O)OC)C=C1B1OC(C(O1)(C)C)(C)C)O)C (methyl 4-cyano-2-hydroxy-3-methyl-5-(4,4,5,5-tetramethyl-1,3,2-dioxaborolan-2-yl)benzoate), ClCC1=CC=C(C=C1)N1N=CC=C1 (1-(4-(chloromethyl)phenyl)-1H-pyrazole), O.O.O.P(=O)([O-])([O-])[O-].[K+].[K+].[K+] (tripotassium phosphate trihydrate). Reagents/catalysts: C1=CC=C(C=C1)P([C-]2C=CC=C2)C3=CC=CC=C3.C1=CC=C(C=C1)P([C-]2C=CC=C2)C3=CC=CC=C3.Cl[Pd]Cl.[Fe+2].ClCCl ([1,1′-bis(diphenylphosphino)ferrocene]dichloropalladium(II) dichloromethane). The solvent is O1CCOCC1 (1,4-dioxane). Conditions: temperature 90 celsius, time 16 hour. The product is C(#N)C1=C(C(=C(C(=O)OC)C=C1CC1=CC=C(C=C1)N1N=CC=C1)O)C (methyl 4-cyano-2-hydroxy-3-methyl-5-[4-(1H-pyrazol-1-yl)benzyl]benzoate). Yield: 22.5%. As a reaction SMILES: [C:1]([C:3]1[C:12](B2OC(C)(C)C(C)(C)O2)=[CH:11][C:6]([C:7]([O:9][CH3:10])=[O:8])=[C:5]([OH:22])[C:4]=1[CH3:23])#[N:2].Cl[CH2:25][C:26]1[CH:31]=[CH:30][C:29]([N:32]2[CH:36]=[CH:35][CH:34]=[N:33]2)=[CH:28][CH:27]=1.O.O.O.P([O-])([O-])([O-])=O.[K+].[K+].[K+].O>O1CCOCC1.C1C=CC(P(C2C=CC=CC=2)[C-]2C=CC=C2)=CC=1.C1C=CC(P(C2C=CC=CC=2)[C-]2C=CC=C2)=CC=1.Cl[Pd]Cl.[Fe+2].ClCCl>[C:1]([C:3]1[C:12]([CH2:25][C:26]2[CH:27]=[CH:28][C:29]([N:32]3[CH:36]=[CH:35][CH:34]=[N:33]3)=[CH:30][CH:31]=2)=[CH:11][C:6]([C:7]([O:9][CH3:10])=[O:8])=[C:5]([OH:22])[C:4]=1[CH3:23])#[N:2] |f:2.3.4.5.6.7.8,11.12.13.14.15|. Procedure details: To a solution of methyl 4-cyano-2-hydroxy-3-methyl-5-(4,4,5,5-tetramethyl-1,3,2-dioxaborolan-2-yl)benzoate (3.50 g) in 1,4-dioxane (30.0 mL) were added 1-(4-(chloromethyl)phenyl)-1H-pyrazole (2.12 g), tripotassium phosphate trihydrate (5.90 g) and [1,1′-bis(diphenylphosphino)ferrocene]dichloropalladium(II) dichloromethane adduct (0.34 g), and the mixture was stirred at 90° C. for 16 hr under nitrogen atmosphere. The reaction mixture was poured into water, and the mixture was extracted with ethyl... The reactants are CC1=CC=C(C(NOCC)=C=O)C=C1 (4-methyl-N-ethoxy-carbonylbenzylamine), COC=1C=C(CNC(=O)OCC)C=CC1 (3-methoxy-N-ethoxycarbonylbenzylamine). Product: CC1=CC=C(CNC)C=C1 (4-methyl-N-methylbenzylamine), COC=1C=C(CNC)C=CC1 (3-methoxy-N-methylbenzylamine). As a reaction SMILES: [CH3:1][C:2]1[CH:14]=[CH:13][C:5]([C:6](=C=O)[NH:7]OCC)=[CH:4][CH:3]=1.[CH3:15][O:16][C:17]1[CH:18]=[C:19]([CH:27]=[CH:28][CH:29]=1)[CH2:20][NH:21][C:22](OCC)=O>>[CH3:1][C:2]1[CH:14]=[CH:13][C:5]([CH2:6][NH:7][CH3:15])=[CH:4][CH:3]=1.[CH3:15][O:16][C:17]1[CH:18]=[C:19]([CH:27]=[CH:28][CH:29]=1)[CH2:20][NH:21][CH3:22]. Procedure: In a similar manner as above, 4-methyl-N-methylbenzylamine and 3-methoxy-N-methylbenzylamine were prepared, respectively, from 4-methyl-N-ethoxy-carbonylbenzylamine and 3-methoxy-N-ethoxycarbonylbenzylamine. The reactants are BrCC1CCCCO1, BrCc1ccc(-c2ccno2)cc1, Cc1noc2cc3c(cc12)C1(CO3)C(=O)Nc2ccccc21. The product is Cc1noc2cc3c(cc12)C1(CO3)C(=O)N(Cc2ccc(-c3ccno3)cc2)c2ccccc21. RXN SMILES: [Br:14][CH2:15][CH:16]1[CH2:17][CH2:18][CH2:19][CH2:20][O:21]1.[Br:1][CH2:2][c:3]1[cH:4][cH:5][c:6](-[c:9]2[cH:10][cH:11][n:12][o:13]2)[cH:7][cH:8]1.[CH3:22][c:23]1[n:24][o:25][c:26]2[c:27]1[cH:28][c:29]1[c:30]([cH:31]2)[O:32][CH2:33][C:34]12[C:35](=[O:43])[NH:36][c:37]1[cH:38][cH:39][cH:40][cH:41][c:42]12>>[CH2:2]([c:3]1[cH:4][cH:5][c:6](-[c:9]2[cH:10][cH:11][n:12][o:13]2)[cH:7][cH:8]1)[N:36]1[C:35](=[O:43])[C:34]2([c:29]3[cH:28][c:27]4[c:23]([CH3:22])[n:24][o:25][c:26]4[cH:31][c:30]3[O:32][CH2:33]2)[c:42]2[c:37]1[cH:38][cH:39][cH:40][cH:41]2. Reactants: C(C)(C)(C)OC(N[C@@H]1[C@@H](C[C@@H](CC1)N=[N+]=[N-])CS(=O)(=O)C1=CC=C(C=C1)SC)=O ((1S*,2R*,4R*)-[4-Azido-2-(4-methylsulfanyl-benzenesulfonylmethyl)-cyclohexyl]-carbamic acid tert-butyl ester), [H][H] (hydrogen). The reagents and catalysts are [Pd].[O-]S(=O)(=O)[O-].[Ba+2] (Pd BaSO4). Run in CO (MeOH). Conditions: time 1.5 hour. The product is C(C)(C)(C)OC(N[C@@H]1[C@@H](C[C@@H](CC1)N)CS(=O)(=O)C1=CC=C(C=C1)SC)=O ((1S*,2R*,4R*)-[4-amino-2-(4-methylsulfanyl-benzenesulfonylmethyl)-cyclohexyl]-carbamic acid tert-butyl ester). Isolated yield 99.9%. Reaction SMILES: [C:1]([O:5][C:6](=[O:29])[NH:7][C@H:8]1[CH2:13][CH2:12][C@@H:11]([N:14]=[N+]=[N-])[CH2:10][C@H:9]1[CH2:17][S:18]([C:21]1[CH:26]=[CH:25][C:24]([S:27][CH3:28])=[CH:23][CH:22]=1)(=[O:20])=[O:19])([CH3:4])([CH3:3])[CH3:2].[H][H]>CO.[Pd].[O-]S([O-])(=O)=O.[Ba+2]>[C:1]([O:5][C:6](=[O:29])[NH:7][C@H:8]1[CH2:13][CH2:12][C@@H:11]([NH2:14])[CH2:10][C@H:9]1[CH2:17][S:18]([C:21]1[CH:26]=[CH:25][C:24]([S:27][CH3:28])=[CH:23][CH:22]=1)(=[O:20])=[O:19])([CH3:4])([CH3:3])[CH3:2] |f:3.4.5|. Reported procedure: ±(1S*,2R*,4R*)-[4-Azido-2-(4-methylsulfanyl-benzenesulfonylmethyl)-cyclohexyl]-carbamic acid tert-butyl ester (from example 55d), (100 mg) was dissolved in MeOH (1 ml) prior to the addition of 5% Pd/BaSO4 (120 mg). A hydrogen balloon was added and the solution was stirred for 1.5 h. The palladium was filtered off and the solution was concentrated to give ±(1S*,2R*,4R*)-[4-amino-2-(4-methylsulfanyl-benzenesulfonylmethyl)-cyclohexyl]-carbamic acid tert-butyl ester (94 mg). MS found: (M+H)+=415.2.